Dataset: the Open Reaction Database (ORD), a public repository of structured organic reaction records. Task: describe an organic reaction: reactants, conditions, products, and yield Reactants: CCCCc1c(C(=O)OCC)cc(O)c2c(OC)cccc12, CC(C)(C)[O-], CN(C)C=O, Clc1nnnn1-c1ccccc1, [K+]. Yields the product CCCCc1c(C(=O)OCC)cc(Oc2nnnn2-c2ccccc2)c2c(OC)cccc12. RXN SMILES: [CH2:7]([CH3:8])[O:9][C:10](=[O:11])[c:12]1[c:13]([CH2:25][CH2:26][CH2:27][CH3:28])[c:14]2[cH:15][cH:16][cH:17][c:18]([O:23][CH3:24])[c:19]2[c:20]([OH:22])[cH:21]1.[CH3:1][C:2]([CH3:3])([O-:4])[CH3:5].[CH3:41][N:42]([CH3:43])[CH:44]=[O:45].[Cl:29][c:30]1[n:31][n:32][n:33][n:34]1-[c:35]1[cH:36][cH:37][cH:38][cH:39][cH:40]1.[K+:6]>>[CH2:7]([CH3:8])[O:9][C:10](=[O:11])[c:12]1[c:13]([CH2:25][CH2:26][CH2:27][CH3:28])[c:14]2[cH:15][cH:16][cH:17][c:18]([O:23][CH3:24])[c:19]2[c:20]([O:22][c:30]2[n:31][n:32][n:33][n:34]2-[c:35]2[cH:36][cH:37][cH:38][cH:39][cH:40]2)[cH:21]1.